This data is from the Open Reaction Database (ORD), a public repository of structured organic reaction records. The task is: describe an organic reaction: reactants, conditions, products, and yield Reactants: O=C([O-])[O-], CCO, [K+], [K+], O=[N+]([O-])c1ncc[nH]1, O=C1c2ccccc2C(=O)N1CC1CO1. Yields the product O=C1c2ccccc2C(=O)N1CC(O)n1ccnc1[N+](=O)[O-]. As a reaction SMILES: [C:24](=[O:25])([O-:26])[O-:27].[CH3:30][CH2:31][OH:32].[K+:28].[K+:29].[N+:16](=[O:17])([O-:18])[c:19]1[nH:20][cH:21][cH:22][n:23]1.[O:1]1[CH:2]([CH2:3][N:4]2[C:5](=[O:14])[c:6]3[c:7]([cH:10][cH:11][cH:12][cH:13]3)[C:8]2=[O:9])[CH2:15]1>>[OH:1][CH:2]([CH2:3][N:4]1[C:5](=[O:14])[c:6]2[c:7]([cH:10][cH:11][cH:12][cH:13]2)[C:8]1=[O:9])[n:20]1[c:19]([N+:16](=[O:17])[O-:18])[n:23][cH:22][cH:21]1.